Dataset: the Open Reaction Database (ORD), a public repository of structured organic reaction records. Task: describe an organic reaction: reactants, conditions, products, and yield Starting materials: CC1(C)OC(=O)CC(=O)O1, O=C(Cl)CN1C(=O)c2ccccc2C1=O. The product is CCOC(=O)CC(=O)CN1C(=O)c2ccccc2C1=O. As a reaction SMILES: [CH3:1][C:2]1([CH3:10])[O:3][C:4](=[O:9])[CH2:5][C:6](=[O:8])[O:7]1.[O:11]=[C:12]1[N:13]([CH2:22][C:23]([Cl:24])=[O:25])[C:14](=[O:21])[c:15]2[cH:16][cH:17][cH:18][cH:19][c:20]21>>[CH2:2]([O:7][C:6]([CH2:5][C:4](=[O:9])[CH2:22][N:13]1[C:12](=[O:11])[c:20]2[c:15]([cH:16][cH:17][cH:18][cH:19]2)[C:14]1=[O:21])=[O:8])[CH3:10]. Procedure details: A solution of 1.0 g (3.8 mmol) of (R)-3-(4-bromophenyl)-1,1-difluorocyclopentane (from Step B) in 15 mL of THF at −78° C. was treated with 1.6 mL (4.0 mmol) of 2.5M BuLi in hexanes. After stirring for 15 min, the reaction mixture was added to a suspension of dry ice in 200 mL of Et2O. The mixture was allowed to warm to rt. The reaction mixture was extracted with 100 mL of 1 N NaOH. After separating phases, the aqueous layer was acidified to pH 1-2 with concentrated HCl. The aqueous phase was ext... Reaction conditions: time 15 minute. Product: FC1(C[C@@H](CC1)C1=CC=C(C(=O)O)C=C1)F (4-((R)-3,3-Difluorocyclopentyl)benzoic acid). Run in CCOCC (Et2O), C1CCOC1 (THF), hexanes. Reaction SMILES: Br[C:2]1[CH:7]=[CH:6][C:5]([C@@H:8]2[CH2:12][CH2:11][C:10]([F:14])([F:13])[CH2:9]2)=[CH:4][CH:3]=1.[Li]CCCC.[C:20](=[O:22])=[O:21]>C1COCC1.CCOCC>[F:13][C:10]1([F:14])[CH2:11][CH2:12][C@@H:8]([C:5]2[CH:6]=[CH:7][C:2]([C:20]([OH:22])=[O:21])=[CH:3][CH:4]=2)[CH2:9]1. Reactants: C(=O)=O (dry ice), BrC1=CC=C(C=C1)[C@H]1CC(CC1)(F)F ((R)-3-(4-Bromophenyl)-1,1-difluorocyclopentane), [Li]CCCC (BuLi).